From a dataset of the Open Reaction Database (ORD), a public repository of structured organic reaction records. describe an organic reaction: reactants, conditions, products, and yield Starting materials: NC=1C(=C(C(=O)CCC(=O)O)C=CC1)C (3-(3-amino-2-methylbenzoyl)propionic acid), diazonium salt, S(O)(O)(=O)=O (sulphuric acid), S(O)(O)(=O)=O (sulphuric acid), N(=O)[O-].[Na+] (sodium nitrite). Product: OC=1C(=C(C(=O)CCC(=O)O)C=CC1)C (3-(3-hydroxy-2-methylbenzoyl)proprionic acid). As a reaction SMILES: N[C:2]1[C:3]([CH3:15])=[C:4]([CH:12]=[CH:13][CH:14]=1)[C:5]([CH2:7][CH2:8][C:9]([OH:11])=[O:10])=[O:6].S(=O)(=O)(O)[OH:17].N([O-])=O.[Na+]>>[OH:17][C:2]1[C:3]([CH3:15])=[C:4]([CH:12]=[CH:13][CH:14]=1)[C:5]([CH2:7][CH2:8][C:9]([OH:11])=[O:10])=[O:6] |f:2.3|. Reported procedure: 3-(3-amino-2-methylbenzoyl)propionic acid was diazotised in a solution of sulphuric acid with sodium nitrite, and the diazonium salt solution was added dropwise to boiling aqueous sulphuric acid to give 3-(3-hydroxy-2-methylbenzoyl)proprionic acid. The reactants are [Br-], CCCCCCCCCCCCCCCC[P+](CCCC)(CCCC)CCCC, SCc1ccccc1, FC(F)(F)CCl, [Na+], [OH-]. Reaction SMILES: [Br-:17].[CH2:18]([P+:19]([CH2:20][CH2:21][CH2:22][CH3:23])([CH2:24][CH2:25][CH2:26][CH3:27])[CH2:28][CH2:29][CH2:30][CH3:31])[CH2:32][CH2:33][CH2:34][CH2:35][CH2:36][CH2:37][CH2:38][CH2:39][CH2:40][CH2:41][CH2:42][CH2:43][CH2:44][CH2:45][CH3:46].[CH2:7]([c:8]1[cH:9][cH:10][cH:11][cH:12][cH:13]1)[SH:14].[Cl:1][CH2:2][C:3]([F:4])([F:5])[F:6].[Na+:16].[OH-:15]>>[CH2:2]([C:3]([F:4])([F:5])[F:6])[S:14][CH2:7][c:8]1[cH:9][cH:10][cH:11][cH:12][cH:13]1. The product is FC(F)(F)CSCc1ccccc1. Reactants: CC=1C2=CC=CC=C2C2CNCCC21 (1,3,4,9b-Tetrahydro-5-methyl-2H-indeno[1,2-c]pyridine), C(C)OC(C=C)=O (acrylic acid ethyl ester). The solvent is C(C)O (ethanol). Product: C(C1=CC=CC=C1)OC(CCN1CC2C(CC1)=C(C1=CC=CC=C12)C)=O (3-(1,3,4,9b-Tetrahydro-5-methyl-2H-indeno[1,2-c]-pyridin-2-yl)propionic acid benzyl ester). RXN SMILES: [CH3:1][C:2]1[C:3]2[C:8]([CH:9]3[C:14]=1[CH2:13][CH2:12][NH:11][CH2:10]3)=[CH:7][CH:6]=[CH:5][CH:4]=2.[CH2:15]([O:17][C:18](=[O:21])[CH:19]=[CH2:20])[CH3:16]>C(O)C>[CH2:15]([O:17][C:18](=[O:21])[CH2:19][CH2:20][N:11]1[CH2:12][CH2:13][C:14]2=[C:2]([CH3:1])[C:3]3[C:8]([CH:9]2[CH2:10]1)=[CH:7][CH:6]=[CH:5][CH:4]=3)[C:16]1[CH:4]=[CH:3][CH:2]=[CH:14][CH:13]=1. Procedure details: A mixture of 12.5 g of 1,3,4,9b-Tetrahydro-5-methyl-2H-indeno[1,2-c]pyridine and 10 g acrylic acid ethyl ester are heated in 100 ml of ethanol for 3 hours at 80° C and then evaporated to dryness. The title compound is obtained as a colourless oil after distillation under a vacuum of 0.1 Torr. Reactants: CCOC(=O)CC(C)=O, [Li]CCCC, [Cl-], Cl, O=CC=CC(=C(c1ccc(F)cc1)c1ccc(F)cc1)n1nnnc1-c1ccccc1, [H-], [NH4+], [Na+], C1CCOC1. The product is CCOC(=O)CC(=O)CC(O)C=CC(=C(c1ccc(F)cc1)c1ccc(F)cc1)n1nnnc1-c1ccccc1. As a reaction SMILES: [C:1]([CH2:2][C:3](=[O:4])[CH3:5])(=[O:6])[O:7][CH2:8][CH3:9].[CH2:12]([Li:13])[CH2:14][CH2:15][CH3:16].[Cl-:49].[ClH:48].[F:17][c:18]1[cH:19][cH:20][c:21]([C:24](=[C:25]([CH:26]=[CH:27][CH:28]=[O:29])[n:30]2[n:31][n:32][n:33][c:34]2-[c:35]2[cH:36][cH:37][cH:38][cH:39][cH:40]2)[c:41]2[cH:42][cH:43][c:44]([F:47])[cH:45][cH:46]2)[cH:22][cH:23]1.[H-:10].[NH4+:50].[Na+:11].[O:51]1[CH2:52][CH2:53][CH2:54][CH2:55]1>>[C:1]([CH2:2][C:3](=[O:4])[CH2:5][CH:28]([CH:27]=[CH:26][C:25](=[C:24]([c:21]1[cH:20][cH:19][c:18]([F:17])[cH:23][cH:22]1)[c:41]1[cH:42][cH:43][c:44]([F:47])[cH:45][cH:46]1)[n:30]1[n:31][n:32][n:33][c:34]1-[c:35]1[cH:36][cH:37][cH:38][cH:39][cH:40]1)[OH:29])(=[O:6])[O:7][CH2:8][CH3:9].